This data is from the Open Reaction Database (ORD), a public repository of structured organic reaction records. The task is: describe an organic reaction: reactants, conditions, products, and yield Reactants: Nc1cc(-c2ccco2)[nH]n1, Nc1cc[nH]n1, C1CCOC1, O=C1Nc2ccccc2C1=CO. Yields the product O=C1Nc2ccccc2C1=CNc1cc(-c2ccco2)[nH]n1. Reaction SMILES: [NH2:19][c:20]1[n:21][nH:22][c:23](-[c:25]2[o:26][cH:27][cH:28][cH:29]2)[cH:24]1.[NH2:1][c:2]1[cH:3][cH:4][nH:5][n:6]1.[O:30]1[CH2:31][CH2:32][CH2:33][CH2:34]1.[OH:7][CH:8]=[C:9]1[C:10](=[O:18])[NH:11][c:12]2[cH:13][cH:14][cH:15][cH:16][c:17]21>>[CH:8](=[C:9]1[C:10](=[O:18])[NH:11][c:12]2[cH:13][cH:14][cH:15][cH:16][c:17]21)[NH:19][c:20]1[n:21][nH:22][c:23](-[c:25]2[o:26][cH:27][cH:28][cH:29]2)[cH:24]1. The reactants are C(C1=CC=CC=C1)ON1[C@@H]2CC[C@H](N(C1=O)C2)C(=O)NN(C)C ((2S,5R)-6-(benzyloxy)-N′,N′-dimethyl-7-oxo-1,6-diazabicyclo[3.2.1]octane-2-carbohydrazide). Reagents/catalysts: [Pd] (Pd/C). The solvent is CO (methanol). Conditions: time 1 hour. The product is ON1[C@@H]2CC[C@H](N(C1=O)C2)C(=O)NN(C)C ((2S,5R)-6-hydroxy-N′,N′-dimethyl-7-oxo-1,6-diazabicyclo[3.2.1]octane-2-carbohydrazide). Isolated yield 95.5%. As a reaction SMILES: C([O:8][N:9]1[C:15](=[O:16])[N:14]2[CH2:17][C@H:10]1[CH2:11][CH2:12][C@H:13]2[C:18]([NH:20][N:21]([CH3:23])[CH3:22])=[O:19])C1C=CC=CC=1>CO.[Pd]>[OH:8][N:9]1[C:15](=[O:16])[N:14]2[CH2:17][C@H:10]1[CH2:11][CH2:12][C@H:13]2[C:18]([NH:20][N:21]([CH3:23])[CH3:22])=[O:19]. Procedure details: A mixture of (2S,5R)-6-(benzyloxy)-N′,N′-dimethyl-7-oxo-1,6-diazabicyclo[3.2.1]octane-2-carbohydrazide 232 (0.25 g, 0.78 mmol) and Pd/C (0.30 g) in methanol (80 mL) was hydrogenated at 1 atm at room temperature for 1 h. The mixture was filtered through Celite pad and concentrated to provide 233 (0.17 g) as a white foam which was used in the next step without purification.